This data is from the Open Reaction Database (ORD), a public repository of structured organic reaction records. The task is: describe an organic reaction: reactants, conditions, products, and yield Starting materials: C(C)(C)(C)OC(NC(CC1=CC=CC=C1)C(NC(CC1=CC=C(C=C1)[N+](=O)[O-])C=1SC=C(N1)CC)=O)=O ({1-[1-(4-ethylthiazol-2-yl)-2-(4-nitrophenyl)ethylcarbamoyl]-2-phenylethyl}carbamic acid tert-butyl ester), Br.C(C)C=1N=C(SC1)[C@H](CC1=CC=C(C=C1)[N+](=O)[O-])N (1-(S)-(4-ethylthiazol-2-yl)-2-(4-nitrophenyl)ethyl amine hydrobromide), (S)-(2-tert-butoxycarbonylamino)-3-phenylpropionic acid, ON1N=NC2=C1C=CC=C2 (1-hydroxybenzotriazole), CN(CCCN=C=NCC)C (1-(3-dimethylaminopropyl)-3-ethylcarbodiimide), C(C)(C)NC(C)C (diisopropylamine). The solvent is O (water), CN(C)C=O (DMF). Run at temperature 0 celsius, time 30 minute. Product: C(C)C=1N=C(SC1)[C@H](CC1=CC=C(C=C1)[N+](=O)[O-])N (1-(S)-(4-ethylthiazol-2-yl)-2-(4-nitrophenyl)ethyl amine). RXN SMILES: C(OC(=O)NC(C(=O)[NH:17][CH:18]([C:29]1[S:30][CH:31]=[C:32]([CH2:34][CH3:35])[N:33]=1)[CH2:19][C:20]1[CH:25]=[CH:24][C:23]([N+:26]([O-:28])=[O:27])=[CH:22][CH:21]=1)CC1C=CC=CC=1)(C)(C)C.Br.C(C1N=C([C@@H](N)CC2C=CC([N+]([O-])=O)=CC=2)SC=1)C.ON1C2C=CC=CC=2N=N1.CN(C)CCCN=C=NCC.C(NC(C)C)(C)C>CN(C=O)C.O>[CH2:34]([C:32]1[N:33]=[C:29]([C@@H:18]([NH2:17])[CH2:19][C:20]2[CH:25]=[CH:24][C:23]([N+:26]([O-:28])=[O:27])=[CH:22][CH:21]=2)[S:30][CH:31]=1)[CH3:35] |f:1.2|. Procedure details: A mixture of [2-(4-nitrophenyl)-1-(S)-thiocarbamoylethyl]-carbamic acid tert-butyl ester, 2, (0.245 g, 0.753 mmol), 1-bromo-2-butanone (0.125 g, 0.828 mmol) in CH3CN (5 mL) is refluxed 3 hours. The reaction mixture is cooled to room temperature and diethyl ether is added to the solution and the precipitate which forms is removed by filtration. The solid is dried under vacuum to afford 0.242 g (90% yield) of the desired product. ESI+MS 278 (M+1). Preparation of {1-[1-(4-ethylthiazol-2-yl)-2-(4-ni...